This data is from the Open Reaction Database (ORD), a public repository of structured organic reaction records. The task is: describe an organic reaction: reactants, conditions, products, and yield Starting materials: CC(=O)Nc1cnc2ccc(Cl)cc2c1-c1ccccc1, CN(C)C=O, [H-], [Na+], O. Product: CC(=O)N(C)c1cnc2ccc(Cl)cc2c1-c1ccccc1. Reaction SMILES: [C:1]([CH3:2])(=[O:3])[NH:4][c:5]1[cH:6][n:7][c:8]2[cH:9][cH:10][c:11]([Cl:21])[cH:12][c:13]2[c:14]1-[c:15]1[cH:16][cH:17][cH:18][cH:19][cH:20]1.[CH3:24][N:25]([CH3:26])[CH:27]=[O:28].[H-:22].[Na+:23].[OH2:29]>>[C:1]([CH3:2])(=[O:3])[N:4]([c:5]1[cH:6][n:7][c:8]2[cH:9][cH:10][c:11]([Cl:21])[cH:12][c:13]2[c:14]1-[c:15]1[cH:16][cH:17][cH:18][cH:19][cH:20]1)[CH3:24]. Reactants: FC=1C=C(C=C(C1F)F)B(O)O (3,4,5-trifluorophenylboronic acid), N(CCO)CCO (diethanolamin). Yields the product FC=1C=C(C=C(C1F)F)B1OCCNCCO1 (2-(3,4,5-Trifluorophenyl)-[1,3,6,2]dioxazaborocane). Yield: 70.0%. As a reaction SMILES: [F:1][C:2]1[CH:3]=[C:4]([B:10]([OH:12])[OH:11])[CH:5]=[C:6]([F:9])[C:7]=1[F:8].[NH:13]([CH2:17][CH2:18]O)[CH2:14][CH2:15]O>>[F:1][C:2]1[CH:3]=[C:4]([B:10]2[O:11][CH2:18][CH2:17][NH:13][CH2:14][CH2:15][O:12]2)[CH:5]=[C:6]([F:9])[C:7]=1[F:8]. Reported procedure: The title compound (70%, crystals) was prepared from 3,4,5-trifluorophenylboronic acid and diethanolamin. Reactants: Cl.NC1=CC2=C(N(C=N2)C2=CC=C(C=C2)NC(=O)NC2=CC(=C(C=C2)Cl)C(F)(F)F)C=C1 (1-[4-[5-aminobenzimidazol-1-yl]phenyl]-3-(4-chloro-3-(trifluoro-methyl)phenyl)urea hydrochloride), ClC(=O)OCC (ethyl chloroformate). Yields the product C(C)OC(NC1=CC2=C(N(C=N2)C2=CC=C(C=C2)NC(=O)NC2=CC(=C(C=C2)Cl)C(F)(F)F)C=C1)=O ((1-{4-[3-(4-chloro-3-(trifluoromethyl)phenyl)ureido]phenyl}-1H-benzimidazol-5-yl)carbamic acid ethyl ester). As a reaction SMILES: Cl.[NH2:2][C:3]1[CH:32]=[CH:31][C:6]2[N:7]([C:10]3[CH:15]=[CH:14][C:13]([NH:16][C:17]([NH:19][C:20]4[CH:25]=[CH:24][C:23]([Cl:26])=[C:22]([C:27]([F:30])([F:29])[F:28])[CH:21]=4)=[O:18])=[CH:12][CH:11]=3)[CH:8]=[N:9][C:5]=2[CH:4]=1.Cl[C:34]([O:36][CH2:37][CH3:38])=[O:35]>>[CH2:37]([O:36][C:34](=[O:35])[NH:2][C:3]1[CH:32]=[CH:31][C:6]2[N:7]([C:10]3[CH:15]=[CH:14][C:13]([NH:16][C:17]([NH:19][C:20]4[CH:25]=[CH:24][C:23]([Cl:26])=[C:22]([C:27]([F:29])([F:30])[F:28])[CH:21]=4)=[O:18])=[CH:12][CH:11]=3)[CH:8]=[N:9][C:5]=2[CH:4]=1)[CH3:38] |f:0.1|. Reported procedure: The title compound can be synthesized from 1-[4-[5-aminobenzimidazol-1-yl]phenyl]-3-(4-chloro-3-(trifluoro-methyl)phenyl)urea hydrochloride and ethyl chloroformate by the same method as in Example 41.